describe an organic reaction: reactants, conditions, products, and yield From a dataset of the Open Reaction Database (ORD), a public repository of structured organic reaction records. Reactants: COC(=O)[C@@H]1[C@@H](CCCC1)NCC1=CC=C(C=C1)F ((1S,2R)-2-(4-fluoro-benzylamino)-cyclohexanecarboxylic acid methyl ester), CS(=O)(=O)NC1=CC2=C(NC(=NS2(=O)=O)CC(=O)O)C=C1 ((7-methanesulfonylamino-1,1-dioxo-1,4-dihydro-1λ6-benzo[1,2,4]thiadiazin-3-yl)-acetic acid), Cl.CN(CCCN=C=NCC)C (1-(3-dimethylaminopropyl)-3-ethylcarbodiimide hydrochloride), CN1CCOCC1 (N-methylmorpholine). The solvent is CN(C=O)C (N,N-dimethylformamide). Reaction conditions: temperature 25 celsius, time 2 hour. Yields the product crude product, COC(=O)[C@@H]1[C@@H](CCCC1)N(C(CC1=NS(C2=C(N1)C=CC(=C2)NS(=O)(=O)C)(=O)=O)=O)CC2=CC=C(C=C2)F ((1S,2R)-2-{(4-fluoro-benzyl)-[2-(7-methanesulfonylamino-1,1-dioxo-1,4-dihydro-1λ6-benzo[1,2,4]thiadiazin-3-yl)-acetyl]-amino}-cyclohexanecarboxylic acid methyl ester). RXN SMILES: [CH3:1][O:2][C:3]([C@H:5]1[CH2:10][CH2:9][CH2:8][CH2:7][C@H:6]1[NH:11][CH2:12][C:13]1[CH:18]=[CH:17][C:16]([F:19])=[CH:15][CH:14]=1)=[O:4].[CH3:20][S:21]([NH:24][C:25]1[CH:40]=[CH:39][C:28]2[NH:29][C:30]([CH2:35][C:36](O)=[O:37])=[N:31][S:32](=[O:34])(=[O:33])[C:27]=2[CH:26]=1)(=[O:23])=[O:22].Cl.CN(C)CCCN=C=NCC.CN1CCOCC1>CN(C)C=O>[CH3:1][O:2][C:3]([C@H:5]1[CH2:10][CH2:9][CH2:8][CH2:7][C@H:6]1[N:11]([CH2:12][C:13]1[CH:18]=[CH:17][C:16]([F:19])=[CH:15][CH:14]=1)[C:36](=[O:37])[CH2:35][C:30]1[NH:29][C:28]2[CH:39]=[CH:40][C:25]([NH:24][S:21]([CH3:20])(=[O:23])=[O:22])=[CH:26][C:27]=2[S:32](=[O:33])(=[O:34])[N:31]=1)=[O:4] |f:2.3|. Reported procedure: The crude (1S,2R)-2-(4-fluoro-benzylamino)-cyclohexanecarboxylic acid methyl ester (4.97 mmol) was dissolved in N,N-dimethylformamide (40 mL) at 25° C. and (7-methanesulfonylamino-1,1-dioxo-1,4-dihydro-1λ6-benzo[1,2,4]thiadiazin-3-yl)-acetic acid (prepared as described in Example 1j, 1.47 g, 4.41 mmol), 1-(3-dimethylaminopropyl)-3-ethylcarbodiimide hydrochloride (0.887, 4.63 mmol), and N-methylmorpholine (1.01 mL, 9.19 mmol) were added sequentially. The reaction mixture was stirred at 25° C. for... Starting materials: ClC1=CC=C(C=C1)O (4-chlorophenol), N(=NC(=O)OC(C)C)C(=O)OC(C)C (diisopropyl azodicarboxylate), N(=NC(=O)OC(C)C)C(=O)OC(C)C (diisopropyl azodicarboxylate), N1=CN=C2N1C(=CC=N2)[C@H](C)O ((S)1-(1,2,4-triazolo[1,5-a]pyrimidin-7-yl)ethanol), C1(=CC=CC=C1)P(C1=CC=CC=C1)C1=CC=CC=C1 (triphenylphosphine). The solvent is C1(=CC=CC=C1)C (toluene). Reaction conditions: temperature 7.5 celsius. Product: ClC1=CC=C(O[C@H](C)C2=CC=NC=3N2N=CN3)C=C1 ((R)-7-[1-(4-chlorophenoxy)ethyl]-1,2,4-triazolo[1,5-a]pyrimidine). Isolated yield 73.0%. Reaction SMILES: [Cl:1][C:2]1[CH:7]=[CH:6][C:5]([OH:8])=[CH:4][CH:3]=1.[N:9]1[N:13]2[C:14]([C@@H:18](O)[CH3:19])=[CH:15][CH:16]=[N:17][C:12]2=[N:11][CH:10]=1.C1(P(C2C=CC=CC=2)C2C=CC=CC=2)C=CC=CC=1.N(C(OC(C)C)=O)=NC(OC(C)C)=O>C1(C)C=CC=CC=1>[Cl:1][C:2]1[CH:7]=[CH:6][C:5]([O:8][C@@H:18]([C:14]2[N:13]3[N:9]=[CH:10][N:11]=[C:12]3[N:17]=[CH:16][CH:15]=2)[CH3:19])=[CH:4][CH:3]=1. Reported procedure: The reactor was loaded with 4-chlorophenol (58.5 g), (S)1-(1,2,4-triazolo[1,5-a]pyrimidin-7-yl)ethanol (50 g), triphenylphosphine (85 g) and toluene (900 ml). The suspension was cooled to 5-10° C. and diisopropyl azodicarboxylate (65 ml) was added over 2 hours. After complete addition of diisopropyl azodicarboxylate the solution was stirred while warming to ambient temperature. The reaction mixture was re-cooled to 0° C. and filtered. The filtrate, magnesium chloride (anhydrous; 31.1 g) and celi... The reactants are CC(C)N, CC#N, CS(=O)(=O)Oc1cccc2c1C(=O)OC2=O. The product is CC(C)NC(=O)c1c(OS(C)(=O)=O)cccc1C(=O)O. Reaction SMILES: [CH3:1][CH:2]([CH3:3])[NH2:4].[CH3:21][C:22]#[N:23].[CH3:5][S:6](=[O:7])(=[O:8])[O:9][c:10]1[c:11]2[c:12]([cH:18][cH:19][cH:20]1)[C:13](=[O:14])[O:15][C:16]2=[O:17]>>[CH3:1][CH:2]([CH3:3])[NH:4][C:16]([c:11]1[c:10]([O:9][S:6]([CH3:5])(=[O:7])=[O:8])[cH:20][cH:19][cH:18][c:12]1[C:13](=[O:14])[OH:15])=[O:17]. Starting materials: BrCCCBr, O=C([O-])[O-], CC(C)=O, [Cs+], [Cs+], Nc1ccc(O)cc1[N+](=O)[O-]. Product: Nc1ccc(OCCBr)cc1[N+](=O)[O-]. Reaction SMILES: [Br:18][CH2:19][CH2:20][CH2:21][Br:22].[C:12](=[O:13])([O-:14])[O-:15].[CH3:23][C:24](=[O:25])[CH3:26].[Cs+:16].[Cs+:17].[NH2:1][c:2]1[c:3]([N+:9](=[O:10])[O-:11])[cH:4][c:5]([OH:8])[cH:6][cH:7]1>>[NH2:1][c:2]1[c:3]([N+:9](=[O:10])[O-:11])[cH:4][c:5]([O:8][CH2:20][CH2:19][Br:18])[cH:6][cH:7]1. The reactants are CC1=C(C(=CC=C1)NC1=CC=CC=C1)N (3-methyl-N1-phenylbenzene-1,2-diamine), C(C)(C)(C)OC(=O)N[C@H](C(=O)O)C ((S)-2-tertbutoxycarbonylaminopropionic acid), C=1C=CC2=C(C1)N=NN2O (HOBt), CN1CCOCC1 (4-methylmorpholine), Cl.CN(CCCN=C=NCC)C (N-(3-dimethylaminopropyl)-N′-ethylcarbodiimide hydrochloride), C(C)(C)(C)OC(=O)N[C@H](C(=O)O)C ((S)-2-tertbutoxycarbonylaminopropionic acid), Cl.CN(CCCN=C=NCC)C (N-(3-dimethylaminopropyl)-N′-ethylcarbodiimide hydrochloride), C(C)(C)(C)OC(=O)N[C@H](C(=O)O)C ((S)-2-tertbutoxycarbonylaminopropionic acid), C=1C=CC2=C(C1)N=NN2O (HOBt), CN1CCOCC1 (4-methylmorpholine), Cl.CN(CCCN=C=NCC)C (N-(3-dimethylaminopropyl)-N′-ethylcarbodiimide hydrochloride). Run in C(Cl)Cl (DCM). Conditions: time 2 hour. Yields the product C(C)(C)(C)OC(N[C@@H](C)C(NC1=C(C=CC=C1NC1=CC=CC=C1)C)=O)=O ([(S)-1-(2-methyl-6-phenylaminophenylcarbamoyl)ethyl]carbamic acid tertbutyl ester). The yield is 55.7%. RXN SMILES: [CH3:1][C:2]1[CH:7]=[CH:6][CH:5]=[C:4]([NH:8][C:9]2[CH:14]=[CH:13][CH:12]=[CH:11][CH:10]=2)[C:3]=1[NH2:15].[C:16]([O:20][C:21]([NH:23][C@@H:24]([CH3:28])[C:25](O)=[O:26])=[O:22])([CH3:19])([CH3:18])[CH3:17].C1C=CC2N(O)N=NC=2C=1.CN1CCOCC1.Cl.CN(C)CCCN=C=NCC>C(Cl)Cl>[C:16]([O:20][C:21](=[O:22])[NH:23][C@H:24]([C:25](=[O:26])[NH:15][C:3]1[C:4]([NH:8][C:9]2[CH:10]=[CH:11][CH:12]=[CH:13][CH:14]=2)=[CH:5][CH:6]=[CH:7][C:2]=1[CH3:1])[CH3:28])([CH3:17])([CH3:18])[CH3:19] |f:4.5|. Procedure: To a solution of 3-methyl-N1-phenylbenzene-1,2-diamine (381 mg, 1.92 mmol) in anhydrous DCM (10 mL) were added (S)-2-tertbutoxycarbonylaminopropionic acid (399 mg, 2.11 mmol), HOBt (285 mg, 2.11 mmol), 4-methylmorpholine (464 μL, 4.22 mmol) and N-(3-dimethylaminopropyl)-N′-ethylcarbodiimide hydrochloride (405 mg, 2.11 mmol). The mixture was stirred at RT for 2 h then additional amounts of (S)-2-tertbutoxycarbonylaminopropionic acid (145 mg, 0.77 mmol) and of N-(3-dimethylaminopropyl)-N′-ethylcar... Starting materials: ClC=1C(=NC=NC1Cl)N (5,6-dichloropyrimidin-4-amine), NC=1C=C(C=CC1)O (3-aminophenol), CN(C1=CC(=CC=C1)CN1N=CC(=C1)B1OC(C(O1)(C)C)(C)C)C (N,N-dimethyl-3-((4-(4,4,5,5-tetramethyl-1,3,2-dioxaborolan-2-yl)-1H-pyrazol-1-yl)methyl)aniline), C(C=C)(=O)Cl (acryloyl chloride). Yields the product NC1=C(C(=NC=N1)OC=1C=C(C=CC1)NC(C=C)=O)C=1C=NN(C1)CC1=CC(=CC=C1)N(C)C (N-(3-((6-amino-5-(1-(3-(dimethylamino)benzyl)-1H-pyrazol-4-yl)pyrimidin-4-yl)oxy)phenyl)acrylamide). RXN SMILES: Cl[C:2]1[C:3]([NH2:9])=[N:4][CH:5]=[N:6][C:7]=1Cl.[NH2:10][C:11]1[CH:12]=[C:13]([OH:17])[CH:14]=[CH:15][CH:16]=1.[CH3:18][N:19]([CH3:41])[C:20]1[CH:25]=[CH:24][CH:23]=[C:22]([CH2:26][N:27]2[CH:31]=[C:30](B3OC(C)(C)C(C)(C)O3)[CH:29]=[N:28]2)[CH:21]=1.[C:42](Cl)(=[O:45])[CH:43]=[CH2:44]>>[NH2:9][C:3]1[N:4]=[CH:5][N:6]=[C:7]([O:17][C:13]2[CH:12]=[C:11]([NH:10][C:42](=[O:45])[CH:43]=[CH2:44])[CH:16]=[CH:15][CH:14]=2)[C:2]=1[C:30]1[CH:29]=[N:28][N:27]([CH2:26][C:22]2[CH:23]=[CH:24][CH:25]=[C:20]([N:19]([CH3:41])[CH3:18])[CH:21]=2)[CH:31]=1. Procedure details: N-(3-((6-amino-5-(1-(3-(dimethylamino)benzyl)-1H-pyrazol-4-yl)pyrimidin-4-yl)oxy)phenyl)acrylamide was prepared from 5,6-dichloropyrimidin-4-amine, 3-aminophenol, N,N-dimethyl-3-((4-(4,4,5,5-tetramethyl-1,3,2-dioxaborolan-2-yl)-1H-pyrazol-1-yl)methyl)aniline, and acryloyl chloride using methods A, C, and F. HPLC: 100%. MS: m/z=456 [M+H]+. 1H-NMR (DMSO-d6) δ 10.20 (s, 1H), 8.11 (s, 1H), 7.99 (s, 1H), 7.71 (s, 1H), 7.49 (s, 1H), 7.41 (d, 1H), 7.31 (t, 1H), 7.12 (t, 1H), 6.80 (d, 1H), 6.64-6.56 (m,...